This data is from the Open Reaction Database (ORD), a public repository of structured organic reaction records. The task is: describe an organic reaction: reactants, conditions, products, and yield The reactants are [Ca] (calcium), S(=O)(=O)([O-])[O-].[Mg+2] (magnesium sulfate). The product is [OH-].[Mg+2].[OH-] (magnesium hydroxide), S(=O)(=O)([O-])[O-].[Ca+2] (calcium sulfate). RXN SMILES: [Ca:1].[S:2]([O-:6])([O-:5])(=[O:4])=[O:3].[Mg+2:7]>>[OH-:3].[Mg+2:7].[OH-:3].[S:2]([O-:6])([O-:5])(=[O:4])=[O:3].[Ca+2:1] |f:1.2,3.4.5,6.7|. Procedure details: It should be noted that the fly ash had residual basicity as basic calcium and reacted with the magnesium sulfate in the liquor to produce magnesium hydroxide and calcium sulfate. Reactants: C(C)(C)(C)OC(NCC1=NC=C(C2=CC(=C(C=C12)OC)OC)CC(N(CC=1C=NC=CC1)C)=O)=O ({6,7-dimethoxy-4-[(methyl-pyridin-3-ylmethyl-carbamoyl)-methyl]-isoquinolin-1-ylmethyl}-carbamic acid tert-butyl ester), Cl (HCl). Run in CCOC(=O)C (EtOAc). Product: Cl.NCC1=NC=C(C2=CC(=C(C=C12)OC)OC)CC(=O)N(CC=1C=NC=CC1)C (2-(1-aminomethyl-6,7-dimethoxy-isoquinolin-4-yl)-N-methyl-N-pyridin-3-ylmethyl-acetamide hydrochloride). As a reaction SMILES: C(OC(=O)[NH:7][CH2:8][C:9]1[C:18]2[C:13](=[CH:14][C:15]([O:21][CH3:22])=[C:16]([O:19][CH3:20])[CH:17]=2)[C:12]([CH2:23][C:24](=[O:34])[N:25]([CH3:33])[CH2:26][C:27]2[CH:28]=[N:29][CH:30]=[CH:31][CH:32]=2)=[CH:11][N:10]=1)(C)(C)C.[ClH:36]>CCOC(C)=O>[ClH:36].[NH2:7][CH2:8][C:9]1[C:18]2[C:13](=[CH:14][C:15]([O:21][CH3:22])=[C:16]([O:19][CH3:20])[CH:17]=2)[C:12]([CH2:23][C:24]([N:25]([CH3:33])[CH2:26][C:27]2[CH:28]=[N:29][CH:30]=[CH:31][CH:32]=2)=[O:34])=[CH:11][N:10]=1 |f:3.4|. Procedure details: As described in Example 1, {6,7-dimethoxy-4-[(methyl-pyridin-3-ylmethyl-carbamoyl)-methyl]-isoquinolin-1-ylmethyl}-carbamic acid tert-butyl ester was treated with HCl in EtOAc to give 2-(1-aminomethyl-6,7-dimethoxy-isoquinolin-4-yl)-N-methyl-N-pyridin-3-ylmethyl-acetamide hydrochloride. MS: APCI (M+H) calc'd for C21H24N4O3+H 381.4; found 381.1. Starting materials: CS(C)=O, Clc1cc(Cl)nc(-c2ccccc2)n1, N, O. Yields the product Nc1cc(Cl)nc(-c2ccccc2)n1. Reaction SMILES: [CH3:17][S:18]([CH3:19])=[O:20].[Cl:1][c:2]1[n:3][c:4](-[c:9]2[cH:10][cH:11][cH:12][cH:13][cH:14]2)[n:5][c:6]([Cl:8])[cH:7]1.[NH3:15].[OH2:16]>>[Cl:1][c:2]1[n:3][c:4](-[c:9]2[cH:10][cH:11][cH:12][cH:13][cH:14]2)[n:5][c:6]([NH2:15])[cH:7]1.